Dataset: the Open Reaction Database (ORD), a public repository of structured organic reaction records. Task: describe an organic reaction: reactants, conditions, products, and yield Starting materials: CC1CN(CCO1)C1=CC2=C(NC(=N2)C2=NN(C3=CC=C(C=C23)[N+](=O)[O-])C2OCCCC2)C=C1 (2-Methyl-4-(2-(5-nitro-1-(tetrahydro-2H-pyran-2-yl)-1H-indazol-3-yl)-1H-benzo[d]imida-zol-5-yl)morpholine), [H][H] (hydrogen). Reagents/catalysts: [Pd] (Pd/C). Run in C(C)O (ethanol). Yields the product CC1OCCN(C1)C1=CC2=C(NC(=N2)C2=NN(C3=CC=C(C=C23)N)C2OCCCC2)C=C1 (3-(5-(2-methylmorpholino)-1H-benzo[d]imidazol-2-yl)-1-(tetrahydro-2H-pyran-2-yl)-1H-indazol-5-amine). Yield: 71.1%. As a reaction SMILES: [CH3:1][CH:2]1[O:7][CH2:6][CH2:5][N:4]([C:8]2[CH:34]=[CH:33][C:11]3[NH:12][C:13]([C:15]4[C:23]5[C:18](=[CH:19][CH:20]=[C:21]([N+:24]([O-])=O)[CH:22]=5)[N:17]([CH:27]5[CH2:32][CH2:31][CH2:30][CH2:29][O:28]5)[N:16]=4)=[N:14][C:10]=3[CH:9]=2)[CH2:3]1.[H][H]>C(O)C.[Pd]>[CH3:1][CH:2]1[CH2:3][N:4]([C:8]2[CH:34]=[CH:33][C:11]3[NH:12][C:13]([C:15]4[C:23]5[C:18](=[CH:19][CH:20]=[C:21]([NH2:24])[CH:22]=5)[N:17]([CH:27]5[CH2:32][CH2:31][CH2:30][CH2:29][O:28]5)[N:16]=4)=[N:14][C:10]=3[CH:9]=2)[CH2:5][CH2:6][O:7]1. Reported procedure: 2-Methyl-4-(2-(5-nitro-1-(tetrahydro-2H-pyran-2-yl)-1H-indazol-3-yl)-1H-benzo[d]imida-zol-5-yl)morpholine (60 mg, 0.130 mmol) was added to 10% Pd/C (10 mg) in ethanol (25 mL) and then hydrogen gas (60 psi) was applied for 8 h at room temperature. The reaction mixture was filtered through Celite, and the solvent was removed in vacuo. Purification by flash chromatography (5% CH3OH/CH2Cl2) afforded the title compound (40 mg). 1H NMR: (400 MHz, CD3OD): δ 7.66 (d, 1H, J=2.0 Hz), 7.52 (m, 2H), 7.13 (s... Yields the product C(C1=CC=CC=C1)NC(CC1=CC=C(C=C1)O)=O (N-Benzyl-4-hydroxyphenylacetamide). RXN SMILES: CO[C:3](=[O:12])[CH2:4][C:5]1[CH:10]=[CH:9][C:8]([OH:11])=[CH:7][CH:6]=1.[CH2:13]([NH2:20])[C:14]1[CH:19]=[CH:18][CH:17]=[CH:16][CH:15]=1>>[CH2:13]([NH:20][C:3](=[O:12])[CH2:4][C:5]1[CH:6]=[CH:7][C:8]([OH:11])=[CH:9][CH:10]=1)[C:14]1[CH:19]=[CH:18][CH:17]=[CH:16][CH:15]=1. The reactants are COC(CC1=CC=C(C=C1)O)=O (4-hydroxyphenylacetic acid methyl ester), C(C1=CC=CC=C1)N (benzylamine). Conditions: time 8 hour. Reported procedure: A mixture of 80 g of 4-hydroxyphenylacetic acid methyl ester and 51.6 g of benzylamine is brought to 180° C. for 8 hours. The mixture is allowed to return to room temperature and the crystals are filtered off and washed with ethanol and then ethyl ether. Reactants: N#Cc1ccc(Nc2cncnc2)cc1, O=[N+]([O-])c1ccc(CBr)cc1F. Product: N#Cc1ccc(N(Cc2ccc([N+](=O)[O-])c(F)c2)c2cncnc2)cc1. Reaction SMILES: [C:1](#[N:2])[c:3]1[cH:4][cH:5][c:6]([NH:9][c:10]2[cH:11][n:12][cH:13][n:14][cH:15]2)[cH:7][cH:8]1.[F:16][c:17]1[cH:18][c:19]([CH2:20][Br:21])[cH:22][cH:23][c:24]1[N+:25](=[O:26])[O-:27]>>[C:1](#[N:2])[c:3]1[cH:4][cH:5][c:6]([N:9]([c:10]2[cH:11][n:12][cH:13][n:14][cH:15]2)[CH2:20][c:19]2[cH:18][c:17]([F:16])[c:24]([N+:25](=[O:26])[O-:27])[cH:23][cH:22]2)[cH:7][cH:8]1. Reactants: C[Si](C)(C)c1nc(Br)cs1, [Li]CCCC, CCCC[Sn](Cl)(CCCC)CCCC, CCCC[Sn](CCCC)(CCCC)c1csc([Si](C)(C)C)n1, ClC(Cl)Cl. The product is CCCC[Sn](CCCC)(CCCC)c1cscn1. RXN SMILES: [Br:1][c:2]1[n:3][c:4]([Si:5]([CH3:6])([CH3:7])[CH3:8])[s:9][cH:10]1.[CH2:11]([Li:12])[CH2:13][CH2:14][CH3:15].[CH2:16]([Sn:17]([Cl:18])([CH2:19][CH2:20][CH2:21][CH3:22])[CH2:23][CH2:24][CH2:25][CH3:26])[CH2:27][CH2:28][CH3:29].[CH3:30][Si:31]([c:32]1[s:33][cH:34][c:35]([Sn:37]([CH2:38][CH2:39][CH2:40][CH3:41])([CH2:42][CH2:43][CH2:44][CH3:45])[CH2:46][CH2:47][CH2:48][CH3:49])[n:36]1)([CH3:50])[CH3:51].[CH:52]([Cl:53])([Cl:54])[Cl:55]>>[cH:32]1[s:33][cH:34][c:35]([Sn:37]([CH2:38][CH2:39][CH2:40][CH3:41])([CH2:42][CH2:43][CH2:44][CH3:45])[CH2:46][CH2:47][CH2:48][CH3:49])[n:36]1. Starting materials: ClC1=C(C=C(C=C1C1=CC=C(C=C1)C(F)(F)F)C1(CCC1)C(=O)OCC)OCC1CC1 (Ethyl 1-(6-chloro-5-(cyclopropylmethoxy)-4′-(trifluoromethyl)biphenyl-3-yl)cyclobutanecarboxylate), [Li+].[OH-] (LiOH). Solvent: CO.C1CCOC1.O (MeOH THF H2O). Conditions: time 5 hour. The product is ClC1=C(C=C(C=C1C1=CC=C(C=C1)C(F)(F)F)C1(CCC1)C(=O)O)OCC1CC1 (1-(6-chloro-5-(cyclopropylmethoxy)-4′-(trifluoromethyl)biphenyl-3-yl)cyclobutanecarboxylic acid). Isolated yield 80.0%. As a reaction SMILES: [Cl:1][C:2]1[C:7]([C:8]2[CH:13]=[CH:12][C:11]([C:14]([F:17])([F:16])[F:15])=[CH:10][CH:9]=2)=[CH:6][C:5]([C:18]2([C:22]([O:24]CC)=[O:23])[CH2:21][CH2:20][CH2:19]2)=[CH:4][C:3]=1[O:27][CH2:28][CH:29]1[CH2:31][CH2:30]1.[Li+].[OH-]>CO.C1COCC1.O>[Cl:1][C:2]1[C:7]([C:8]2[CH:9]=[CH:10][C:11]([C:14]([F:17])([F:16])[F:15])=[CH:12][CH:13]=2)=[CH:6][C:5]([C:18]2([C:22]([OH:24])=[O:23])[CH2:21][CH2:20][CH2:19]2)=[CH:4][C:3]=1[O:27][CH2:28][CH:29]1[CH2:31][CH2:30]1 |f:1.2,3.4.5|. Procedure details: Ethyl 1-(6-chloro-5-(cyclopropylmethoxy)-4′-(trifluoromethyl)biphenyl-3-yl)cyclobutanecarboxylate (0.1 g) dissolved in MeOH/THF/H2O (10 mL/10 mL/5 mL) and 70 mg LiOH added. The reaction mixture was stirred at room temperature for 5 h and concentrated under reduced pressure. Water (10 mL) was added and the reaction mixture was extracted with EtOAc (3×10 mL). The combined organic extracts were dried over MgSO4, filtered and evaporated under reduced pressure. Purification by column chromatography o...